Dataset: the Open Reaction Database (ORD), a public repository of structured organic reaction records. Task: describe an organic reaction: reactants, conditions, products, and yield Starting materials: OC1=CC2=C(OC(C3=C2CCCC3)(C)C)C=C1C(CCCC1=CC=CC=C1)C (7,8,9,10-tetrahydro-2-hydroxy-6,6-dimethyl-3-(1-methyl-4-phenylbutyl)-6H-dibenzo[b,d]pyran). The reagents and catalysts are [Pd] (palladium-on-carbon). Run in C(C)O (ethanol). Yields the product OC1=CC2=C(OC([C@H]3[C@@H]2CCCC3)(C)C)C=C1C(CCCC1=CC=CC=C1)C (cis-6a,7,8,9,10,10a-Hexahydro-2-hydroxy-6,6-dimethyl-3-(1-methyl-4-phenylbutyl)-6H-dibenzo[b,d]pyran). As a reaction SMILES: [OH:1][C:2]1[C:17]([CH:18]([CH3:28])[CH2:19][CH2:20][CH2:21][C:22]2[CH:27]=[CH:26][CH:25]=[CH:24][CH:23]=2)=[CH:16][C:5]2[O:6][C:7]([CH3:15])([CH3:14])[C:8]3[CH2:13][CH2:12][CH2:11][CH2:10][C:9]=3[C:4]=2[CH:3]=1>[Pd].C(O)C>[OH:1][C:2]1[C:17]([CH:18]([CH3:28])[CH2:19][CH2:20][CH2:21][C:22]2[CH:23]=[CH:24][CH:25]=[CH:26][CH:27]=2)=[CH:16][C:5]2[O:6][C:7]([CH3:14])([CH3:15])[C@@H:8]3[CH2:13][CH2:12][CH2:11][CH2:10][C@@H:9]3[C:4]=2[CH:3]=1. Procedure details: To a solution of 1.0 g. of dl-7,8,9,10-tetrahydro-2-hydroxy-6,6-dimethyl-3-(1-methyl-4-phenylbutyl)-6H-dibenzo[b,d]pyran in 75 ml. of ethanol is added 200 mg. of 5% palladium-on-carbon catalyst and the resulting mixture is hydrogenated at room temperature and 60 psig. (4.3 kg./cm2) until the theoretical amount of hydrogen is consumed. After filtering to remove the catalyst, the solvent was evaporated to provide the desired 6a,10a-cis compound. Reactants: C(C1=CC=CC=C1)OC(NC1CC2CSCC(C1)C2=O)=O ((9-Oxo-3-thia-bicyclo[3.3.1]non-7-yl)-carbamic acid benzyl ester), [BH4-].[Na+] (sodium borohydride), [BH4-].[Na+] (sodium borohydride), [BH4-].[Na+] (sodium borohydride). The solvent is C(C)O (ethanol). Conditions: time 2 day. The product is C(C1=CC=CC=C1)OC(N)=O (carbamic acid benzyl ester). Isolated yield 40.6%. As a reaction SMILES: [CH2:1]([O:8][C:9](=[O:21])[NH:10]C1CC2C(=O)C(CSC2)C1)[C:2]1[CH:7]=[CH:6][CH:5]=[CH:4][CH:3]=1.[BH4-].[Na+]>C(O)C>[CH2:1]([O:8][C:9](=[O:21])[NH2:10])[C:2]1[CH:7]=[CH:6][CH:5]=[CH:4][CH:3]=1 |f:1.2|. Reported procedure: To a solution of (9-oxo-3-thia-bicyclo[3.3.1]non-7-yl)-carbamic acid benzyl ester (16, 4.2 g, 13.7 mmol) in ethanol (172 ml) was added sodium borohydride (0.78 g, 20.6 mmol) portionwise at room temperature. The solution was stirred for 1 hour before addition of sodium borohydride (0.2 g, 5 mmol). The reaction mixture was stirred for 2 days, a further portion of sodium borohydride (0.340 g, 9 mmol) was added, and stirring was continued for 4 hours. The mixture was then concentrated under reduced ... Reactants: BrC1=CC2=C(NC=N2)C(=C1)F (5-bromo-7-fluoro-1H-benzimidazole), CN(C)C=O (DMF). Reagents/catalysts: [C-]#N.[Zn+2].[C-]#N (zinc cyanide), C=1C=CC(=CC1)/C=C/C(=O)/C=C/C2=CC=CC=C2.C=1C=CC(=CC1)/C=C/C(=O)/C=C/C2=CC=CC=C2.C=1C=CC(=CC1)/C=C/C(=O)/C=C/C2=CC=CC=C2.[Pd].[Pd] (tris(dibenzylideneacetone)dipalladium), [CH-]1C=CC=C1P(C2=CC=CC=C2)C3=CC=CC=C3.[CH-]1C=CC=C1P(C2=CC=CC=C2)C3=CC=CC=C3.[Fe+2] (1,1-bis(diphenylphosphino)ferrocene), [Zn] (zinc), C(C)(=O)[O-].[Zn+2].C(C)(=O)[O-] (zinc acetate). Conditions: temperature 120 celsius. The product is FC1=CC(=CC2=C1NC=N2)C#N (7-fluoro-1H-benzimidazole-5-carbonitrile). Reaction SMILES: Br[C:2]1[CH:10]=[C:9]([F:11])[C:5]2[NH:6][CH:7]=[N:8][C:4]=2[CH:3]=1.[CH3:12][N:13](C=O)C>[C-]#N.[Zn+2].[C-]#N.C1C=CC(/C=C/C(/C=C/C2C=CC=CC=2)=O)=CC=1.C1C=CC(/C=C/C(/C=C/C2C=CC=CC=2)=O)=CC=1.C1C=CC(/C=C/C(/C=C/C2C=CC=CC=2)=O)=CC=1.[Pd].[Pd].[CH-]1C(P(C2C=CC=CC=2)C2C=CC=CC=2)=CC=C1.[CH-]1C(P(C2C=CC=CC=2)C2C=CC=CC=2)=CC=C1.[Fe+2].[Zn].C([O-])(=O)C.[Zn+2].C([O-])(=O)C>[F:11][C:9]1[C:5]2[NH:6][CH:7]=[N:8][C:4]=2[CH:3]=[C:2]([C:12]#[N:13])[CH:10]=1 |f:2.3.4,5.6.7.8.9,10.11.12,14.15.16|. Procedure: A suspension of 5-bromo-7-fluoro-1H-benzimidazole obtained from step 1 (2.50 g; 11.63 mmol), zinc cyanide (Adrich, 819 mg; 6.98 mmol), tris(dibenzylideneacetone)dipalladium (Adrich, 319 mg; 0.35 mmol), 1,1-bis(diphenylphosphino)ferrocene (483 mg; 0.87 mmol), zinc (Adrich, 30 mg; 0.47 mmol) and zinc acetate (Adrich, 85 mg; 0.47 mmol) in dry DMF (25 mL) under inert atmosphere was heated at 120° C. for 16 hours. Reaction mixture was filtered over a pad of celite washed with EtOAc. The organics were... Reactants: COc1cc(Cl)c(Cl)cc1N, Cl, O. Yields the product COc1ccc(Cl)cc1N. Reaction SMILES: [Cl:1][c:2]1[cH:3][c:4]([O:10][CH3:11])[c:5]([NH2:6])[cH:7][c:8]1[Cl:9].[ClH:13].[OH2:12]>>[cH:2]1[cH:3][c:4]([O:10][CH3:11])[c:5]([NH2:6])[cH:7][c:8]1[Cl:9]. Reactants: Cl (HCl), FC1=CC=C(C=C1)N1N=CC=C(C1=O)C(=O)O (2-(4-fluorophenyl)-3-oxo-2,3-dihydropyridazine -4-carboxylic acid), CCN=C=NCCCN(C)C (EDCI), C=1C=CC2=C(C1)N=NN2O.O (HOBT H2O), NC1=CC(=C(OC2=C3C(=NC=C2)C=C(S3)C=3C=NN(C3)C3CCN(CC3)C(=O)OC(C)(C)C)C=C1)F (tert-butyl 4-(4-(7-(4-amino-2-fluorophenoxy)thieno[3,2-b]pyridin-2-yl)-1H-pyrazol-1-yl)piperidine-1-carboxylate), CCN(C(C)C)C(C)C (Hunig's base). The solvent is CO (MeOH), O (water), CN(C)C=O (DMF). Conditions: time 18 hour. The product is FC=1C=C(C=CC1OC1=C2C(=NC=C1)C=C(S2)C=2C=NN(C2)C2CCNCC2)NC(=O)C=2C(N(N=CC2)C2=CC=C(C=C2)F)=O (N-(3-fluoro-4-(2-(1-(piperidin-4-yl)-1H-pyrazol-4-yl)thieno[3,2-b]pyridin-7-yloxy)phenyl)-2-(4-fluorophenyl)-3-oxo-2,3-dihydropyridazine-4-carboxamide). Reaction SMILES: [F:1][C:2]1[CH:7]=[CH:6][C:5]([N:8]2[C:13](=[O:14])[C:12]([C:15]([OH:17])=O)=[CH:11][CH:10]=[N:9]2)=[CH:4][CH:3]=1.CCN=C=NCCCN(C)C.C1C=CC2N(O)N=NC=2C=1.O.[NH2:40][C:41]1[CH:74]=[CH:73][C:44]([O:45][C:46]2[CH:51]=[CH:50][N:49]=[C:48]3[CH:52]=[C:53]([C:55]4[CH:56]=[N:57][N:58]([CH:60]5[CH2:65][CH2:64][N:63](C(OC(C)(C)C)=O)[CH2:62][CH2:61]5)[CH:59]=4)[S:54][C:47]=23)=[C:43]([F:75])[CH:42]=1.CCN(C(C)C)C(C)C.Cl>O.CO.CN(C=O)C>[F:75][C:43]1[CH:42]=[C:41]([NH:40][C:15]([C:12]2[C:13](=[O:14])[N:8]([C:5]3[CH:4]=[CH:3][C:2]([F:1])=[CH:7][CH:6]=3)[N:9]=[CH:10][CH:11]=2)=[O:17])[CH:74]=[CH:73][C:44]=1[O:45][C:46]1[CH:51]=[CH:50][N:49]=[C:48]2[CH:52]=[C:53]([C:55]3[CH:56]=[N:57][N:58]([CH:60]4[CH2:61][CH2:62][NH:63][CH2:64][CH2:65]4)[CH:59]=3)[S:54][C:47]=12 |f:2.3|. Reported procedure: A round-bottomed flask was charged with 2-(4-fluorophenyl)-3-oxo-2,3-dihydropyridazine-4-carboxylic acid (Example 104, Step C, 12.9 mg, 0.0549 mmol), EDCI (10.5 mg, 0.0549 mmol), HOBT-H2O (8.41 mg, 0.0549 mmol), tert-butyl 4-(4-(7-(4-amino-2-fluorophenoxy)thieno[3,2-b]pyridin-2-yl)-1H-pyrazol-1-yl)piperidine-1-carboxylate (14.0 mg, 0.0275 mmol), Hunig's base (7.10 mg, 0.0549 mmol) and DMF (4 mL). After stirring for 18 hours, the reaction was diluted with water and extracted with EtOAc. The organ...